Dataset: the Open Reaction Database (ORD), a public repository of structured organic reaction records. Task: describe an organic reaction: reactants, conditions, products, and yield Reactants: ClCCl, O=S(=O)(Cl)c1ccc(F)cc1, N. Yields the product NS(=O)(=O)c1ccc(F)cc1. As a reaction SMILES: [Cl:13][CH2:14][Cl:15].[F:1][c:2]1[cH:3][cH:4][c:5]([S:8](=[O:9])(=[O:10])[Cl:11])[cH:6][cH:7]1.[NH3:12]>>[F:1][c:2]1[cH:3][cH:4][c:5]([S:8](=[O:9])(=[O:10])[NH2:12])[cH:6][cH:7]1. Starting materials: CN([C@@H]1CNCC1)C (dimethyl-pyrrolidin-3-(S)-yl-amine), BrC=1C=CC(=NC1)F (5-bromo-2-fluoro-pyridine), C([O-])([O-])=O.[K+].[K+] (potassium carbonate). Run in C(C)#N (acetonitrile). Yields the product BrC=1C=CC(=NC1)N1C[C@H](CC1)N(C)C ([(S)-1-(5-Bromo-pyridin-2-yl)-pyrrolidin-3-yl]-dimethyl-amine). Isolated yield 50.0%. RXN SMILES: [CH3:1][N:2]([CH3:8])[C@H:3]1[CH2:7][CH2:6][NH:5][CH2:4]1.[Br:9][C:10]1[CH:11]=[CH:12][C:13](F)=[N:14][CH:15]=1.C(=O)([O-])[O-].[K+].[K+]>C(#N)C>[Br:9][C:10]1[CH:11]=[CH:12][C:13]([N:5]2[CH2:6][CH2:7][C@H:3]([N:2]([CH3:8])[CH3:1])[CH2:4]2)=[N:14][CH:15]=1 |f:2.3.4|. Procedure: Heat a mixture of dimethyl-pyrrolidin-3-(S)-yl-amine (3.0 g, 26.3 mmoL), 5-bromo-2-fluoro-pyridine (4.62 g, 26.3 mmol), potassium carbonate (7.98 g, 57.8 mmol) in acetonitrile (91 mL) at 80° C. overnight. Allow the mixture to cool to RT, filter with CH2Cl2, and concentrate. Purify the crude material by flash chromatograph, eluting with 5% MeOH (2N NH3)/CH2Cl2 to give 3.55 g (50%) of the title compound. LC-MS/ES m/z (81Br) 272.3 [M+H]+. Reactants: C1OC2=C(C=CC=C2)O1 (1,2-methylenedioxybenzene), CC(=C)C(OC(C)=O)OC(C)=O (2-methyl-3,3-diacetoxypropene). The product is C(C)(=O)OC=C(CC1=CC2=C(C=C1)OCO2)C (1-acetoxy-2-methyl-3-(3,4-methylenedioxyphenyl)-1-propene). As a reaction SMILES: [CH2:1]1[O:9][C:4]2[CH:5]=[CH:6][CH:7]=[CH:8][C:3]=2[O:2]1.[CH3:10][C:11]([CH:13](OC(=O)C)[O:14][C:15](=[O:17])[CH3:16])=[CH2:12]>>[C:15]([O:14][CH:13]=[C:11]([CH3:12])[CH2:10][C:6]1[CH:7]=[CH:8][C:3]2[O:2][CH2:1][O:9][C:4]=2[CH:5]=1)(=[O:17])[CH3:16]. Procedure details: reacting 1,2-methylenedioxybenzene and 2-methyl-3,3-diacetoxypropene with each other to produce 1-acetoxy-2-methyl-3-(3,4-methylenedioxyphenyl)-1-propene; and The product is O=C(OCc1ccccc1)c1cc(NC(=O)c2nc(-c3ccc4ccccc4c3)[nH]c2CC2CCCCCC2)cc(C(=O)OCc2ccccc2)c1. Starting materials: Nc1cc(C(=O)OCc2ccccc2)cc(C(=O)OCc2ccccc2)c1, CN(C)c1ccncc1, O=C(O)c1nc(-c2ccc3ccccc3c2)[nH]c1CC1CCCCCC1, Cl, CN(C)C=O, On1nnc2ccccc21. RXN SMILES: [CH2:27]([c:28]1[cH:29][cH:30][cH:31][cH:32][cH:33]1)[O:34][C:35]([c:36]1[cH:37][c:38]([C:39](=[O:40])[O:41][CH2:42][c:43]2[cH:44][cH:45][cH:46][cH:47][cH:48]2)[cH:49][c:50]([NH2:52])[cH:51]1)=[O:53].[CH3:70][N:71]([CH3:72])[c:73]1[cH:74][cH:75][n:76][cH:77][cH:78]1.[CH:1]1([CH2:8][c:9]2[c:10]([C:24](=[O:25])[OH:26])[n:11][c:12](-[c:14]3[cH:15][c:16]4[cH:17][cH:18][cH:19][cH:20][c:21]4[cH:22][cH:23]3)[nH:13]2)[CH2:2][CH2:3][CH2:4][CH2:5][CH2:6][CH2:7]1.[ClH:64].[O:65]=[CH:66][N:67]([CH3:68])[CH3:69].[OH:54][n:55]1[c:56]2[cH:57][cH:58][cH:59][cH:60][c:61]2[n:62][n:63]1>>[CH:1]1([CH2:8][c:9]2[c:10]([C:24](=[O:25])[NH:52][c:50]3[cH:49][c:38]([C:39](=[O:40])[O:41][CH2:42][c:43]4[cH:44][cH:45][cH:46][cH:47][cH:48]4)[cH:37][c:36]([C:35]([O:34][CH2:27][c:28]4[cH:29][cH:30][cH:31][cH:32][cH:33]4)=[O:53])[cH:51]3)[n:11][c:12](-[c:14]3[cH:15][c:16]4[cH:17][cH:18][cH:19][cH:20][c:21]4[cH:22][cH:23]3)[nH:13]2)[CH2:2][CH2:3][CH2:4][CH2:5][CH2:6][CH2:7]1. Starting materials: CC(=O)n1ccnc1, CC#N, CCOC(=O)c1ccc(CCCCl)cc1, [I-], [Na+]. The product is CCOC(=O)c1ccc(CCCn2cc[n+](C(C)=O)c2)cc1, [I-]. RXN SMILES: [C:1]([CH3:2])(=[O:3])[n:4]1[cH:5][n:6][cH:7][cH:8]1.[CH3:26][C:27]#[N:28].[Cl:9][CH2:10][CH2:11][CH2:12][c:13]1[cH:14][cH:15][c:16]([C:17](=[O:18])[O:19][CH2:20][CH3:21])[cH:22][cH:23]1.[I-:25].[Na+:24]>>[C:1]([CH3:2])(=[O:3])[n+:4]1[cH:5][n:6]([CH2:10][CH2:11][CH2:12][c:13]2[cH:14][cH:15][c:16]([C:17](=[O:18])[O:19][CH2:20][CH3:21])[cH:22][cH:23]2)[cH:7][cH:8]1.[I-:25]. The reactants are NC1=NC(=C(C(=N1)C=1OC=CC1)C#N)S(=O)C (2-amino-4-furan-2-yl-6-methanesulfinyl-pyrimidine-5-carbonitrile), CC(O)C1=NC=CC=C1 ((RS)-alpha-methyl-2-pyridinemethanol), C1CCC2=NCCCN2CC1 (DBU). The solvent is COCCOC (DME). Yields the product NC1=NC(=C(C(=N1)C=1OC=CC1)C#N)OC(C)C1=NC=CC=C1 ((RS)-2-Amino-4-furan-2-yl-6-(1-pyridin-2-yl-ethoxy)-pyrimidine-5-carbonitrile). As a reaction SMILES: [NH2:1][C:2]1[N:7]=[C:6]([C:8]2[O:9][CH:10]=[CH:11][CH:12]=2)[C:5]([C:13]#[N:14])=[C:4](S(C)=O)[N:3]=1.[CH3:18][CH:19]([C:21]1[CH:26]=[CH:25][CH:24]=[CH:23][N:22]=1)[OH:20].C1CCN2C(=NCCC2)CC1>COCCOC>[NH2:1][C:2]1[N:7]=[C:6]([C:8]2[O:9][CH:10]=[CH:11][CH:12]=2)[C:5]([C:13]#[N:14])=[C:4]([O:20][CH:19]([C:21]2[CH:26]=[CH:25][CH:24]=[CH:23][N:22]=2)[CH3:18])[N:3]=1. Procedure: From 2-amino-4-furan-2-yl-6-methanesulfinyl-pyrimidine-5-carbonitrile, (RS)-alpha-methyl-2-pyridinemethanol and DBU in DME. ES-MS m/e (%): 308 (M+H+, 100). Reactants: Cn1nccc1-c1cc(C(=O)O)sc1C(F)(F)F, CCN(C(C)C)C(C)C, ClCCl, NC(Cc1ccccc1C(F)(F)F)CN1C(=O)c2ccccc2C1=O. The product is Cn1nccc1-c1cc(C(=O)NC(Cc2ccccc2C(F)(F)F)CN2C(=O)c3ccccc3C2=O)sc1C(F)(F)F. Reaction SMILES: [CH3:1][n:2]1[n:3][cH:4][cH:5][c:6]1-[c:7]1[cH:8][c:9]([C:16](=[O:17])[OH:18])[s:10][c:11]1[C:12]([F:13])([F:14])[F:15].[CH:19]([N:20]([CH2:21][CH3:22])[CH:23]([CH3:24])[CH3:25])([CH3:26])[CH3:27].[Cl:53][CH2:54][Cl:55].[NH2:28][CH:29]([CH2:30][N:31]1[C:32](=[O:41])[c:33]2[cH:34][cH:35][cH:36][cH:37][c:38]2[C:39]1=[O:40])[CH2:42][c:43]1[c:44]([C:49]([F:50])([F:51])[F:52])[cH:45][cH:46][cH:47][cH:48]1>>[CH3:1][n:2]1[n:3][cH:4][cH:5][c:6]1-[c:7]1[cH:8][c:9]([C:16](=[O:18])[NH:28][CH:29]([CH2:30][N:31]2[C:32](=[O:41])[c:33]3[cH:34][cH:35][cH:36][cH:37][c:38]3[C:39]2=[O:40])[CH2:42][c:43]2[c:44]([C:49]([F:50])([F:51])[F:52])[cH:45][cH:46][cH:47][cH:48]2)[s:10][c:11]1[C:12]([F:13])([F:14])[F:15].